Dataset: the Open Reaction Database (ORD), a public repository of structured organic reaction records. Task: describe an organic reaction: reactants, conditions, products, and yield Starting materials: [N+](=O)([O-])C1=CC=C(CN2CCNCCNCCNCC2)C=C1 (1-(4-nitrobenzyl)-1,4,7,10-tetraazacyclododecane). The reagents and catalysts are [Pd] (palladium on carbon). The solvent is CO (methanol). Conditions: time 45 minute. Product: NC1=CC=C(CN2CCNCCNCCNCC2)C=C1 (1-(4-aminobenzyl)-1,4,7,10-tetraazacyclododecane). RXN SMILES: [N+:1]([C:4]1[CH:22]=[CH:21][C:7]([CH2:8][N:9]2[CH2:20][CH2:19][NH:18][CH2:17][CH2:16][NH:15][CH2:14][CH2:13][NH:12][CH2:11][CH2:10]2)=[CH:6][CH:5]=1)([O-])=O>CO.[Pd]>[NH2:1][C:4]1[CH:22]=[CH:21][C:7]([CH2:8][N:9]2[CH2:10][CH2:11][NH:12][CH2:13][CH2:14][NH:15][CH2:16][CH2:17][NH:18][CH2:19][CH2:20]2)=[CH:6][CH:5]=1. Procedure: In 10 ml of methanol was dissolved 690 mg (2.25 mmole) of 1-(4-nitrobenzyl)-1,4,7,10-tetraazacyclododecane (prepared by the procedure of Example H). To the solution was added 350 mg of 10 percent palladium on carbon catalyst. Excess hydrogen was purged through the solution at 25° C. Within 45 minutes TLC indicated that the title product was prepared (Rf =0.33, Solvent System 3). Chromatographic purification of the formed titled product was conducted on 1 in.×16 in. flash silica column (Solvent S... The reactants are NC1=C(N(C2=CC(=CC=C12)[N+](=O)[O-])C(=O)OCC)C(C1=CC=CC=C1)=O (3-Amino-2-benzoyl-1-(ethoxycarbonyl)-6-nitroindole), C(C)(=O)OCC (ethyl acetate). Run in hexanes. Yields the product C(C)(=O)NC1=C(N(C2=CC(=CC=C12)[N+](=O)[O-])C(=O)OCC)C(C1=CC=CC=C1)=O (3-Acetylamino-2-benzoyl-1-(ethoxycarbonyl)-6-nitroindole). RXN SMILES: [NH2:1][C:2]1[C:10]2[C:5](=[CH:6][C:7]([N+:11]([O-:13])=[O:12])=[CH:8][CH:9]=2)[N:4]([C:14]([O:16][CH2:17][CH3:18])=[O:15])[C:3]=1[C:19](=[O:26])[C:20]1[CH:25]=[CH:24][CH:23]=[CH:22][CH:21]=1.[C:27](OCC)(=[O:29])[CH3:28]>>[C:27]([NH:1][C:2]1[C:10]2[C:5](=[CH:6][C:7]([N+:11]([O-:13])=[O:12])=[CH:8][CH:9]=2)[N:4]([C:14]([O:16][CH2:17][CH3:18])=[O:15])[C:3]=1[C:19](=[O:26])[C:20]1[CH:21]=[CH:22][CH:23]=[CH:24][CH:25]=1)(=[O:29])[CH3:28]. Procedure details: The title compound was prepared according to the procedure described in step 1 of Example 2 (Method A) from 3-amino-2-benzoyl-1-(ethoxycarbonyl)-6-nitroindole (step 2). tlc: Rf=0.2 (50% ethyl acetate in hexanes)